describe an organic reaction: reactants, conditions, products, and yield From a dataset of the Open Reaction Database (ORD), a public repository of structured organic reaction records. As a reaction SMILES: [Br:1][c:2]1[cH:3][c:4]2[c:5]([n:6][c:7]([NH2:9])[s:8]2)[cH:10][cH:11]1.[C:12](=[O:13])([n:14]1[cH:15][n:16][cH:17][cH:18]1)[n:19]1[cH:20][cH:21][n:22][cH:23]1.[Cl:24][CH2:25][Cl:26]>>[Br:1][c:2]1[cH:3][c:4]2[c:5]([n:6][c:7]([NH:9][C:12](=[O:13])[n:14]3[cH:15][n:16][cH:17][cH:18]3)[s:8]2)[cH:10][cH:11]1. Product: O=C(Nc1nc2ccc(Br)cc2s1)n1ccnc1. Reactants: Nc1nc2ccc(Br)cc2s1, O=C(n1ccnc1)n1ccnc1, ClCCl. Starting materials: CCOC(=O)CN=[N+]=[N-], C1CCC2=NCCCN2CC1, CCO, O=Cc1ccc(Oc2ccc([N+](=O)[O-])cc2)o1. Product: CCOC(=O)C(=Cc1ccc(Oc2ccc([N+](=O)[O-])cc2)o1)N=[N+]=[N-]. Reaction SMILES: [CH2:18]([CH3:19])[O:20][C:21]([CH2:22][N:23]=[N+:24]=[N-:25])=[O:26].[CH2:27]1[CH2:28][CH2:29][C:30]2=[N:35][CH2:34][CH2:33][CH2:32][N:31]2[CH2:36][CH2:37]1.[CH3:38][CH2:39][OH:40].[N+:1](=[O:2])([O-:3])[c:4]1[cH:5][cH:6][c:7]([O:8][c:9]2[cH:10][cH:11][c:12]([CH:14]=[O:15])[o:13]2)[cH:16][cH:17]1>>[N+:1](=[O:2])([O-:3])[c:4]1[cH:5][cH:6][c:7]([O:8][c:9]2[cH:10][cH:11][c:12]([CH:14]=[C:22]([C:21]([O:20][CH2:18][CH3:19])=[O:26])[N:23]=[N+:24]=[N-:25])[o:13]2)[cH:16][cH:17]1.